This data is from the Open Reaction Database (ORD), a public repository of structured organic reaction records. The task is: describe an organic reaction: reactants, conditions, products, and yield Reactants: BrC=1C=C(C=2C=NN(C2C1)C1CCCC1)C(=O)NCC=1C(NC(=CC1C)C)=O (6-bromo-1-cyclopentyl-N-[(4,6-dimethyl-2-oxo-1,2-dihydro-3-pyridinyl)methyl]-1H-indazole-4-carboxamide), CN1N=CC(=C1)B1OC(C(O1)(C)C)(C)C (1-methyl-4-(4,4,5,5-tetramethyl-1,3,2-dioxaborolan-2-yl)-1H-pyrazole). The product is C1(CCCC1)N1N=CC=2C(=CC(=CC12)C=1C=NN(C1)C)C(=O)NCC=1C(NC(=CC1C)C)=O (1-cyclopentyl-N-[(4,6-dimethyl-2-oxo-1,2-dihydro-3-pyridinyl)methyl]-6-(1-methyl-1H-pyrazol-4-yl)-1H-indazole-4-carboxamide). Reaction SMILES: Br[C:2]1[CH:3]=[C:4]([C:16]([NH:18][CH2:19][C:20]2[C:21](=[O:28])[NH:22][C:23]([CH3:27])=[CH:24][C:25]=2[CH3:26])=[O:17])[C:5]2[CH:6]=[N:7][N:8]([CH:11]3[CH2:15][CH2:14][CH2:13][CH2:12]3)[C:9]=2[CH:10]=1.[CH3:29][N:30]1[CH:34]=[C:33](B2OC(C)(C)C(C)(C)O2)[CH:32]=[N:31]1>>[CH:11]1([N:8]2[C:9]3[CH:10]=[C:2]([C:33]4[CH:32]=[N:31][N:30]([CH3:29])[CH:34]=4)[CH:3]=[C:4]([C:16]([NH:18][CH2:19][C:20]4[C:21](=[O:28])[NH:22][C:23]([CH3:27])=[CH:24][C:25]=4[CH3:26])=[O:17])[C:5]=3[CH:6]=[N:7]2)[CH2:15][CH2:14][CH2:13][CH2:12]1. Procedure details: The title compound was prepared in a similar manner as described for example 8 from 6-bromo-1-cyclopentyl-N-[(4,6-dimethyl-2-oxo-1,2-dihydro-3-pyridinyl)methyl]-1H-indazole-4-carboxamide (100 mg, 0.226 mmol) and 1-methyl-4-(4,4,5,5-tetramethyl-1,3,2-dioxaborolan-2-yl)-1H-pyrazole (70 mg, 0.338 mmol). The product was collected as a white solid (82 mg, 81%). 1H NMR (400 MHz, DMSO-d6) δ ppm 11.53 (br. s., 1H) 8.48 (t, J=4.93 Hz, 1H) 8.30 (s, 1H) 8.26 (s, 1H) 8.04 (s, 2H) 7.81 (s, 1H) 5.90 (s, 1H) 5...